From a dataset of the Open Reaction Database (ORD), a public repository of structured organic reaction records. describe an organic reaction: reactants, conditions, products, and yield Reactants: CC(C#N)c1ccccc1, O=[N+]([O-])c1ccc(Cl)cc1, [K+], [OH-], c1ccncc1. The product is CC(C#N)(c1ccccc1)c1ccc([N+](=O)[O-])cc1. Reaction SMILES: [CH3:13][CH:14]([c:15]1[cH:16][cH:17][cH:18][cH:19][cH:20]1)[C:21]#[N:22].[Cl:1][c:2]1[cH:3][cH:4][c:5]([N+:8](=[O:9])[O-:10])[cH:6][cH:7]1.[K+:12].[OH-:11].[cH:23]1[cH:24][cH:25][n:26][cH:27][cH:28]1>>[c:2]1([C:14]([CH3:13])([c:15]2[cH:16][cH:17][cH:18][cH:19][cH:20]2)[C:21]#[N:22])[cH:3][cH:4][c:5]([N+:8](=[O:9])[O-:10])[cH:6][cH:7]1. Reactants: C(C)(C)(C)OC(CN1C(=NC2=C1C=CC(=C2)N(C(C2=CC(=C(C=C2)F)F)=O)CC2=CC=CC=C2)CCC)=O ({5-[Benzyl-(3,4-difluoro-benzoyl)-amino]-2-propyl-benzoimidazol-1-yl}-acetic acid tert-butyl ester), C(=O)(C(F)(F)F)O (TFA). Product: C(C1=CC=CC=C1)N(C1=CC2=C(N(C(=N2)CCC)CC(=O)O)C=C1)C(C1=CC(=C(C=C1)F)F)=O ({5-[Benzyl-(3,4-difluoro-benzoyl)-amino]-2-propyl-benzoimidazol-1-yl}-acetic acid). As a reaction SMILES: C([O:5][C:6](=[O:38])[CH2:7][N:8]1[C:12]2[CH:13]=[CH:14][C:15]([N:17]([CH2:28][C:29]3[CH:34]=[CH:33][CH:32]=[CH:31][CH:30]=3)[C:18](=[O:27])[C:19]3[CH:24]=[CH:23][C:22]([F:25])=[C:21]([F:26])[CH:20]=3)=[CH:16][C:11]=2[N:10]=[C:9]1[CH2:35][CH2:36][CH3:37])(C)(C)C.C(O)(C(F)(F)F)=O>>[CH2:28]([N:17]([C:18](=[O:27])[C:19]1[CH:24]=[CH:23][C:22]([F:25])=[C:21]([F:26])[CH:20]=1)[C:15]1[CH:14]=[CH:13][C:12]2[N:8]([CH2:7][C:6]([OH:38])=[O:5])[C:9]([CH2:35][CH2:36][CH3:37])=[N:10][C:11]=2[CH:16]=1)[C:29]1[CH:34]=[CH:33][CH:32]=[CH:31][CH:30]=1. Procedure details: {5-[Benzyl-(3,4-difluoro-benzoyl)-amino]-2-propyl-benzoimidazol-1-yl}-acetic acid tert-butyl ester (0.12 mmol) was treated with TFA (2 mL) for 2 hours, concentrated, and purified by preparative LCMS to give the title compound. 1H NMR (d6-DMSO) δ7.48 (m, 1H), 7.26 (m, 7H), 7.12 (m, 2H), 6.81 (m, 1H), 5.08 (s, 2H), 4.31 (s, 2H), 2.62 (t, 2H), 1.71 (m, 2H), 0.92 (t, 3H). MS calculated for C26H23F2N3O3+H: 464, observed: 464. Starting materials: ClC=1C=CC=2N(N1)C(=CN2)[C@@H](C)C=2C=C1C=NN(C1=CC2F)C (6-Chloro-3-[(S)-1-(6-fluoro-1-methyl-1H-indazol-5-yl)-ethyl]-imidazo[1,2-b]pyridazine), 1-methylperazine-2, CCOC(=O)C (EtOAc), ClC=1C=CC=2N(N1)C(=CN2)[C@@H](C)C=2C=C1C=NN(C1=CC2F)C (6-Chloro-3-[(S)-1-(6-fluoro-1-methyl-1H-indazol-5-yl)-ethyl]-imidazo[1,2-b]pyridazine), [F-].[K+] (KF). The solvent is CN1CCCC1=O (NMP). Conditions: temperature 180 celsius, time 5 hour. Product: FC1=C(C=C2C=NN(C2=C1)C)[C@H](C)C1=CN=C2N1N=C(C=C2)N2CC(N(CC2)C)=O (4-{3-[(S)-1-(6-Fluoro-1-methyl-1H-indazol-5-yl)-ethyl]-imidazo[1,2-b]pyridazin-6-yl}-1-methyl-piperazin-2-one). RXN SMILES: Cl[C:2]1[CH:3]=[CH:4][C:5]2[N:6]([C:8]([C@H:11]([C:13]3[CH:14]=[C:15]4[C:19](=[CH:20][C:21]=3[F:22])[N:18]([CH3:23])[N:17]=[CH:16]4)[CH3:12])=[CH:9][N:10]=2)[N:7]=1.[F-].[K+].CCO[C:29]([CH3:31])=[O:30]>CN1C(=O)CCC1>[F:22][C:21]1[CH:20]=[C:19]2[C:15]([CH:16]=[N:17][N:18]2[CH3:23])=[CH:14][C:13]=1[C@@H:11]([C:8]1[N:6]2[N:7]=[C:2]([N:10]3[CH2:9][CH2:8][N:6]([CH3:5])[C:29](=[O:30])[CH2:31]3)[CH:3]=[CH:4][C:5]2=[N:10][CH:9]=1)[CH3:12] |f:1.2|. Procedure: 6-Chloro-3-[(S)-1-(6-fluoro-1-methyl-1H-indazol-5-yl)-ethyl]-imidazo[1,2-b]pyridazine (Intermediate E, 50.0 mg, 0.152 mmol), KF (26.4 mg, 0.455 mmol) and 1-methylperazine-2-one hydrochloride (51.9 mg, 0.455 mmol) were suspended in NMP (1 mL). The RM was stirred at 180° C. for 5 h. The mixture was diluted with EtOAc and washed with NaHCO3 10% (2×) and water (4×). The combined organic layers were dried over Na2SO4, filtered and concentrated. The residue was purified by flash chromatography and aff... The reactants are O=C([O-])[O-], CCOC(C)=O, Cc1cnc(CCl)c(C)c1Cl, Nc1nc(Cl)c2cn[nH]c2n1, [Cs+], [Cs+], CN(C)C=O. Yields the product Cc1cnc(Cn2ncc3c(Cl)nc(N)nc32)c(C)c1Cl. Reaction SMILES: [C:23](=[O:24])([O-:25])[O-:26].[CH3:34][CH2:35][O:36][C:37]([CH3:38])=[O:39].[Cl:12][c:13]1[c:14]([CH3:22])[c:15]([CH2:20][Cl:21])[n:16][cH:17][c:18]1[CH3:19].[Cl:1][c:2]1[c:3]2[c:4]([n:5][c:6]([NH2:8])[n:7]1)[nH:9][n:10][cH:11]2.[Cs+:27].[Cs+:28].[O:29]=[CH:30][N:31]([CH3:32])[CH3:33]>>[Cl:1][c:2]1[c:3]2[c:4]([n:5][c:6]([NH2:8])[n:7]1)[n:9]([CH2:20][c:15]1[c:14]([CH3:22])[c:13]([Cl:12])[c:18]([CH3:19])[cH:17][n:16]1)[n:10][cH:11]2. Reactants: COCC=1SC2=C(N1)C=CC=C2 (2-methoxymethyl-benzothiazole), [N+](=O)(O)[O-] (nitric acid). Reaction SMILES: [CH3:1][O:2][CH2:3][C:4]1[S:5][C:6]2[CH:12]=[CH:11][CH:10]=[CH:9][C:7]=2[N:8]=1.[N+:13]([O-])([OH:15])=[O:14]>S(=O)(=O)(O)O>[CH3:1][O:2][CH2:3][C:4]1[S:5][C:6]2[CH:12]=[C:11]([N+:13]([O-:15])=[O:14])[CH:10]=[CH:9][C:7]=2[N:8]=1. Solvent: S(O)(O)(=O)=O (sulfuric acid), S(O)(O)(=O)=O (sulfuric acid). Procedure details: To a cooled (0° C.) solution of 2-methoxymethyl-benzothiazole (2.4 g, 13.4 mmol) in concentrated sulfuric acid (8 mL) was added a mixture of 90% fuming nitric acid (2 mL) and concentrated sulfuric acid (1.3 mL) at a rate to keep the internal temperature below 5° C. After the addition was completed, the reaction mixture was stirred for 15 min at 0° C. and then at RT for 2 h. The mixture was poured into ice cold water. Collection of the precipitated solid by filtration, washing with cold water unt... Product: COCC=1SC2=C(N1)C=CC(=C2)[N+](=O)[O-] (2-methoxymethyl-6-nitro-benzothiazole). Run at temperature 0 celsius, time 15 minute. Isolated yield 79.0%. Reactants: CCCC[N+](CCCC)(CCCC)CCCC, CCOC(C)=O, [F-], C[Si](C)(C)c1cn(-c2ccc(-c3nc(NC(=O)N(CCc4ccccn4)CCC(c4ccc(F)cc4)c4ccc(F)cc4)sc3Cl)cc2)nn1. Product: O=C(Nc1nc(-c2ccc(-n3ccnn3)cc2)c(Cl)s1)N(CCc1ccccn1)CCC(c1ccc(F)cc1)c1ccc(F)cc1. RXN SMILES: [CH3:52][CH2:53][CH2:54][CH2:55][N+:56]([CH2:57][CH2:58][CH2:59][CH3:60])([CH2:61][CH2:62][CH2:63][CH3:64])[CH2:65][CH2:66][CH2:67][CH3:68].[CH3:69][CH2:70][O:71][C:72]([CH3:73])=[O:74].[F-:51].[F:1][c:2]1[cH:3][cH:4][c:5]([CH:8]([CH2:9][CH2:10][N:11]([C:12](=[O:13])[NH:14][c:15]2[s:16][c:17]([Cl:35])[c:18](-[c:20]3[cH:21][cH:22][c:23](-[n:26]4[n:27][n:28][c:29]([Si:31]([CH3:32])([CH3:33])[CH3:34])[cH:30]4)[cH:24][cH:25]3)[n:19]2)[CH2:36][CH2:37][c:38]2[n:39][cH:40][cH:41][cH:42][cH:43]2)[c:44]2[cH:45][cH:46][c:47]([F:50])[cH:48][cH:49]2)[cH:6][cH:7]1>>[F:1][c:2]1[cH:3][cH:4][c:5]([CH:8]([CH2:9][CH2:10][N:11]([C:12](=[O:13])[NH:14][c:15]2[s:16][c:17]([Cl:35])[c:18](-[c:20]3[cH:21][cH:22][c:23](-[n:26]4[n:27][n:28][cH:29][cH:30]4)[cH:24][cH:25]3)[n:19]2)[CH2:36][CH2:37][c:38]2[n:39][cH:40][cH:41][cH:42][cH:43]2)[c:44]2[cH:45][cH:46][c:47]([F:50])[cH:48][cH:49]2)[cH:6][cH:7]1. Starting materials: CC(C)(C)C(=O)Nc1ccccc1C(C)(C)C1CC1, CCc1ccccc1NC(=O)C(C)(C)C, C=CCC(C)c1ccccc1NC(=O)C(C)(C)C, CCC(Cl)CC(C)c1ccccc1N, Cl. The product is CC(C)(c1ccccc1N)C1CC1. RXN SMILES: [CH2:15]1[CH:16]([C:18]([CH3:19])([CH3:20])[c:21]2[c:22]([NH:27][C:28](=[O:29])[C:30]([CH3:31])([CH3:32])[CH3:33])[cH:23][cH:24][cH:25][cH:26]2)[CH2:17]1.[CH2:34]([c:35]1[cH:36][cH:37][cH:38][cH:39][c:40]1[NH:41][C:42](=[O:43])[C:44]([CH3:45])([CH3:46])[CH3:47])[CH3:48].[CH3:49][C:50]([CH3:51])([CH3:52])[C:53]([NH:54][c:55]1[cH:56][cH:57][cH:58][cH:59][c:60]1[CH:61]([CH3:62])[CH2:63][CH:64]=[CH2:65])=[O:66].[Cl:1][CH:2]([CH2:3][CH3:4])[CH2:5][CH:6]([c:7]1[cH:8][cH:9][cH:10][cH:11][c:12]1[NH2:13])[CH3:14].[ClH:67]>>[CH2:15]1[CH:16]([C:18]([CH3:19])([CH3:20])[c:21]2[c:22]([NH2:27])[cH:23][cH:24][cH:25][cH:26]2)[CH2:17]1. Reactants: O=C1OCC12CCOCC2, C1CCOC1, CC#CCOc1ccc(S)cc1, [H-], [Na+]. Yields the product CC#CCOc1ccc(SCC2(C(=O)O)CCOCC2)cc1. RXN SMILES: [C:15]1(=[O:24])[O:16][CH2:17][C:18]12[CH2:19][CH2:20][O:21][CH2:22][CH2:23]2.[CH2:25]1[O:26][CH2:27][CH2:28][CH2:29]1.[CH2:3]([C:4]#[C:5][CH3:6])[O:7][c:8]1[cH:9][cH:10][c:11]([SH:14])[cH:12][cH:13]1.[H-:1].[Na+:2]>>[CH2:3]([C:4]#[C:5][CH3:6])[O:7][c:8]1[cH:9][cH:10][c:11]([S:14][CH2:17][C:18]2([C:15](=[O:16])[OH:24])[CH2:19][CH2:20][O:21][CH2:22][CH2:23]2)[cH:12][cH:13]1. Starting materials: C(C)OC=1C=C(C=CC1)N1C(=NC(=C1)C(=O)OCC)C1=CC=C(C=C1)F (ethyl 1-(3-ethoxyphenyl)-2-(4-fluorophenyl)-1H-imidazole-4-carboxylate), [OH-].[Na+] (NaOH), Cl (Hydrochloric acid). Solvent: O1CCCC1 (tetrahydrofuran), O (water), CO (methanol). Reaction conditions: time 8 hour. The product is C(C)OC=1C=C(C=CC1)N1C(=NC(=C1)C(=O)O)C1=CC=C(C=C1)F (1-(3-Ethoxyphenyl)-2-(4-fluorophenyl)-1H-imidazole-4-carboxylic acid). As a reaction SMILES: [CH2:1]([O:3][C:4]1[CH:5]=[C:6]([N:10]2[CH:14]=[C:13]([C:15]([O:17]CC)=[O:16])[N:12]=[C:11]2[C:20]2[CH:25]=[CH:24][C:23]([F:26])=[CH:22][CH:21]=2)[CH:7]=[CH:8][CH:9]=1)[CH3:2].[OH-].[Na+].Cl>O1CCCC1.O.CO>[CH2:1]([O:3][C:4]1[CH:5]=[C:6]([N:10]2[CH:14]=[C:13]([C:15]([OH:17])=[O:16])[N:12]=[C:11]2[C:20]2[CH:21]=[CH:22][C:23]([F:26])=[CH:24][CH:25]=2)[CH:7]=[CH:8][CH:9]=1)[CH3:2] |f:1.2|. Reported procedure: To a solution of 0.67 g (1.9 mmol) of ethyl 1-(3-ethoxyphenyl)-2-(4-fluorophenyl)-1H-imidazole-4-carboxylate in 10 mL of tetrahydrofuran, 5 mL of water and 5 mL of methanol was added 0.80 mL (4.0 mmol) of 5.0 M NaOH solution. The reaction mixture was stirred at ambient temperature overnight. Hydrochloric acid (2.0 M) was then added to neutralize the reaction mixture. After removal of the organic solvents in vacuo, dichloromethane (20 mL) was added and the organic layer was separated. The aqueous... Reactants: COC=1C=C(C(=O)O)C=CC1C1=NC=CC=C1 (3-Methoxy-4-pyridin-2-yl benzoic acid), NC1=C(C=CC(=C1)Cl)O (2-amino-4-chlorophenol). Solvent: O (water). The product is desired intermediate, ClC=1C=CC2=C(N=C(O2)C2=CC(=C(C=C2)C2=NC=CC=C2)OC)C1 (5-chloro-2-(3-methoxy-4-pyridin-2-ylphenyl)-1,3-benzoxazole). RXN SMILES: [CH3:1][O:2][C:3]1[CH:4]=[C:5]([CH:9]=[CH:10][C:11]=1[C:12]1[CH:17]=[CH:16][CH:15]=[CH:14][N:13]=1)[C:6]([OH:8])=O.[NH2:18][C:19]1[CH:24]=[C:23]([Cl:25])[CH:22]=[CH:21][C:20]=1O>O>[Cl:25][C:23]1[CH:22]=[CH:21][C:20]2[O:8][C:6]([C:5]3[CH:9]=[CH:10][C:11]([C:12]4[CH:17]=[CH:16][CH:15]=[CH:14][N:13]=4)=[C:3]([O:2][CH3:1])[CH:4]=3)=[N:18][C:19]=2[CH:24]=1. Reported procedure: 3-Methoxy-4-pyridin-2-yl benzoic acid (500 mg, 2.2 mmol), 2-amino-4-chlorophenol (620 mg, 4.3 mmol) and trimethyl silylpolyphosphate (2 mL) was heated to 180° C. overnight under argon. To the cooled reaction mixture, water (100 mL) was added and extracted with EtOAc (4×20 mL). Set aside organic layer. Filtered aqueous layer through Celite pad and basified filtrate to pH 9 (solid NaHCO3). Extracted with EtOAc (2×30 mL), combined all organic layers and concentrated in vacuo. The resulting orange o...